Dataset: the Open Reaction Database (ORD), a public repository of structured organic reaction records. Task: describe an organic reaction: reactants, conditions, products, and yield The reactants are FC=1C=C(C=CC1COCCOC)C(C(=O)O)C (2-(3-fluoro-4-((2-methoxyethoxy)methyl)-phenyl)propanoic acid), CCN(C(C)C)C(C)C (DIPEA), CCN=C=NCCCN(C)C.Cl (EDC.HCl), C=1C=CC2=C(C1)N=NN2O (HOBt), C(Cl)Cl (DCM), ClC=1C=C(C=CC1)N1N=C(C=C1CN)C(F)(F)F ((1-(3-chlorophenyl)-3-(trifluoromethyl)-1H-pyrazol-5-yl)methanamine). Run at time 16 hour. The product is C(C)(C)(C)C1=NN(C(=C1)CNC(C(C)C1=CC(=C(C=C1)COCCOC)F)=O)C1=CC(=CC=C1)Cl (N-((3-tert-butyl-1-(3-chlorophenyl)-1H-pyrazol-5-yl)methyl)-2-(3-fluoro-4-((2-methoxyethoxy)methyl)phenyl)propanamide). Isolated yield 70.0%. RXN SMILES: [F:1][C:2]1[CH:3]=[C:4]([CH:14]([CH3:18])[C:15]([OH:17])=O)[CH:5]=[CH:6][C:7]=1[CH2:8][O:9][CH2:10][CH2:11][O:12][CH3:13].CCN([CH:25]([CH3:27])[CH3:26])C(C)C.CCN=C=[N:32][CH2:33][CH2:34][CH2:35][N:36]([CH3:38])C.Cl.C1C=CC2N(O)N=[N:46][C:44]=2C=1.[Cl:50][C:51]1[CH:52]=C(N2C(CN)=CC(C(F)(F)F)=N2)[CH:54]=[CH:55][CH:56]=1.[CH2:68](Cl)Cl>>[C:25]([C:33]1[CH:34]=[C:35]([CH2:44][NH:46][C:15](=[O:17])[CH:14]([C:4]2[CH:5]=[CH:6][C:7]([CH2:8][O:9][CH2:10][CH2:11][O:12][CH3:13])=[C:2]([F:1])[CH:3]=2)[CH3:18])[N:36]([C:38]2[CH:54]=[CH:55][CH:56]=[C:51]([Cl:50])[CH:52]=2)[N:32]=1)([CH3:26])([CH3:27])[CH3:68] |f:2.3|. Procedure details: To a stirred DCM (5.0 mL) solution of 2-(3-fluoro-4-((2-methoxyethoxy)methyl)-phenyl)propanoic acid (82.0 mg, 0.321 mmol, 1.0 eq), DIPEA (0.168 mL, 0.961 mmol, 3.0 eq), EDC.HCl (74.0 mg, 0.387 mmol, 1.2 eq) and HOBt (59.0 mg, 0.387 mmol, 1.2 eq) were sequentially added at RT and the mixture stirred for 15 min. (1-(3-chlorophenyl)-3-(trifluoromethyl)-1H-pyrazol-5-yl)methanamine (100 mg, 0.321 mmol, 1 eq) was then added and the mixture stirred for 16 h. On completion of the reaction the mixture wa... Starting materials: intermediate B, COS(=O)(=O)C1=CC=C(C=C1)C (p-toluenesulfonic acid methyl ester). Solvent: C(C)(=O)OCC (ethyl acetate). Run at temperature 120 celsius, time 8 hour. Product: CC=1C=CC(=CC1)S(=O)(=O)O (p-toluenesulfonate). Reaction SMILES: C[O:2][S:3]([C:6]1[CH:11]=[CH:10][C:9]([CH3:12])=[CH:8][CH:7]=1)(=[O:5])=[O:4]>C(OCC)(=O)C>[CH3:12][C:9]1[CH:10]=[CH:11][C:6]([S:3]([OH:5])(=[O:4])=[O:2])=[CH:7][CH:8]=1. Procedure: When the reaction ended, the mixture was allowed to cool and was left to stand overnight. The crystals that precipitated were filtered out, washed with dimethyl formamide, and dried under reduced pressure, yielding 3.0 g of intermediate B. To 2.0 g of intermediate B was then added 20 mL of p-toluenesulfonic acid methyl ester, and the mixture was stirred with heating for 6 hours at 120° C. The mixture was allowed to cool, after which 30 mL of ethyl acetate was added, and stirring was conducted fo... Reactants: COCCOCCOCCOC (triglyme), [BH4-].[Na+] (sodium borohydride), C(#N)COC1=C(C=O)C=CC=C1C (2-cyanomethoxy-3-methylbenzaldehyde). Solvent: C1CCOC1 (THF). Reaction conditions: temperature 0 celsius, time 1 hour. Product: OCC1=C(OCC#N)C(=CC=C1)C ((2-Hydroxymethyl-6-methyl-phenoxy)-acetonitrile). As a reaction SMILES: COCCOCCOCCOC.[BH4-].[Na+].[C:15]([CH2:17][O:18][C:19]1[C:26]([CH3:27])=[CH:25][CH:24]=[CH:23][C:20]=1[CH:21]=[O:22])#[N:16]>C1COCC1>[OH:22][CH2:21][C:20]1[CH:23]=[CH:24][CH:25]=[C:26]([CH3:27])[C:19]=1[O:18][CH2:17][C:15]#[N:16] |f:1.2|. Reported procedure: A 2M triglyme solution of sodium borohydride (16.0 mL, 32.1 mmoles) is slowly added to a cooled (−78° C.) solution of 2-cyanomethoxy-3-methylbenzaldehyde (11.25 g, 64.2 mmoles, example 22) in THF (180 mL). After stirring for one hour, the reaction is warmed to 0° C. for two hours, then quenched with 2N HCl (16.8 mL) and diluted with ether. The organic layer is isolated and washed with twice with distilled water and brine, then dried over MgSO4. The organic solution is concentrated to give the ti... Reaction conditions: time 2 hour. Yield: 29.1%. Reported procedure: DIEA (0.30 ml, 1.7 mmol) and 1,1′-carbonyldiimidazole (39 mg, 0.24 mmol) were added to a solution of (4-aminomethyl-cyclohexyl)-(3,6-dimethyl-4,10-dihydro-3H-2,3,4,9-tetraaza-benzo[f]azulen-9-yl)-methanone hydro-chloride (Compound number 149) (78 mg, 0.20 mmol) in DMF (4.0 ml) and the mixture was stirred at room temperature for 2 h. 1-(3,3-Dimethyl-butyl)-piperazine dihydrochloride from Example E4 (56 mg, 0.23 mmol) was added and the mixture was stirred at room temperature for 18 h. The mixture ... Starting materials: Cl.Cl.CC(CCN1CCNCC1)(C)C (1-(3,3-Dimethyl-butyl)-piperazine dihydrochloride), CCN(C(C)C)C(C)C (DIEA), C(=O)(N1C=NC=C1)N1C=NC=C1 (1,1′-carbonyldiimidazole), Cl.NCC1CCC(CC1)C(=O)N1C2=C(NC=3N(N=CC3C1)C)C=C(C=C2)C ((4-aminomethyl-cyclohexyl)-(3,6-dimethyl-4,10-dihydro-3H-2,3,4,9-tetraaza-benzo[f]azulen-9-yl)-methanone hydro-chloride). The product is CN1N=CC=2CN(C3=C(NC12)C=C(C=C3)C)C(=O)C3CCC(CC3)CNC(=O)N3CCN(CC3)CCC(C)(C)C (4-(3,3-Dimethyl-butyl)-piperazine-1-carboxylic Acid [4-(3,6-dimethyl-4,10-dihydro-3H-2,3,4,9-tetraaza-benzo[f]azulene-9-carbonyl)-cyclohexylmethyl]-amide). Reaction SMILES: CCN(C(C)C)C(C)C.[C:10](N1C=CN=C1)(N1C=CN=C1)=[O:11].Cl.[NH2:23][CH2:24][CH:25]1[CH2:30][CH2:29][CH:28]([C:31]([N:33]2[CH2:42][C:41]3[CH:40]=[N:39][N:38]([CH3:43])[C:37]=3[NH:36][C:35]3[CH:44]=[C:45]([CH3:48])[CH:46]=[CH:47][C:34]2=3)=[O:32])[CH2:27][CH2:26]1.Cl.Cl.[CH3:51][C:52]([CH3:62])([CH3:61])[CH2:53][CH2:54][N:55]1[CH2:60][CH2:59][NH:58][CH2:57][CH2:56]1>CN(C=O)C.CCOC(C)=O>[CH3:43][N:38]1[C:37]2[NH:36][C:35]3[CH:44]=[C:45]([CH3:48])[CH:46]=[CH:47][C:34]=3[N:33]([C:31]([CH:28]3[CH2:29][CH2:30][CH:25]([CH2:24][NH:23][C:10]([N:58]4[CH2:57][CH2:56][N:55]([CH2:54][CH2:53][C:52]([CH3:62])([CH3:61])[CH3:51])[CH2:60][CH2:59]4)=[O:11])[CH2:26][CH2:27]3)=[O:32])[CH2:42][C:41]=2[CH:40]=[N:39]1 |f:2.3,4.5.6|. Run in CN(C)C=O (DMF), CCOC(=O)C (EtOAc). Reactants: C1=CC=C(C=C1)P(C2=CC=CC=C2)C3=CC=CC=C3 (PPh3), ClC1=CC(=NC=C1)C(=O)OC(C)(C)C (tert-butyl 4-chloropicolinate), [N-]=[N+]=[N-].[Na+] (sodium azide), O (water). Solvent: C1CCOC1.O (THF H2O), CCOC(=O)C (EtOAc), CS(=O)C (DMSO). Conditions: temperature 130 celsius. Yields the product NC1=CC(=NC=C1)C(=O)OC(C)(C)C (tert-Butyl 4-aminopicolinate). Isolated yield 52.1%. RXN SMILES: Cl[C:2]1[CH:7]=[CH:6][N:5]=[C:4]([C:8]([O:10][C:11]([CH3:14])([CH3:13])[CH3:12])=[O:9])[CH:3]=1.[N-:15]=[N+]=[N-].[Na+].O.C1C=CC(P(C2C=CC=CC=2)C2C=CC=CC=2)=CC=1>CS(C)=O.C1COCC1.O.CCOC(C)=O>[NH2:15][C:2]1[CH:7]=[CH:6][N:5]=[C:4]([C:8]([O:10][C:11]([CH3:14])([CH3:13])[CH3:12])=[O:9])[CH:3]=1 |f:1.2,6.7|. Reported procedure: A mixture of tert-butyl 4-chloropicolinate (3.8 g, 17.8 mmol) and sodium azide (1.74 g, 26.8 mmol) in DMSO (20 mL) was heated at 130° C. for 15 h. The mixture was poured into water (80 mL), extracted three times with EtOAc. The combined organic solutions was dried over MgSO4. The solid was filtered off, and the filtrate was concentrated in vacuo to give a residue which was heated with PPh3 in THF/H2O (9:1,40 mL) at 70° C. overnight. The mixture was diluted with EtOAc, washed with sat. K2HPO4 aq.... Reactants: CC(C)(O)COCc1cccc(Br)n1, CCC(C)(C)O, O=C([O-])[O-], CO, CC(C)c1cc(C(C)C)c(-c2ccccc2P(C2CCCCC2)C2CCCCC2)c(C(C)C)c1, [K+], [K+], CC(C)(O)c1cc(F)c(-c2cc(C(N)=O)c(N)s2)c(F)c1, O=C(C=Cc1ccccc1)C=Cc1ccccc1, O=C(C=Cc1ccccc1)C=Cc1ccccc1, O=C(C=Cc1ccccc1)C=Cc1ccccc1, [Pd], [Pd]. The product is CC(C)(O)COCc1cccc(Nc2sc(-c3c(F)cc(C(C)(C)O)cc3F)cc2C(N)=O)n1. Reaction SMILES: [Br:68][c:69]1[cH:70][cH:71][cH:72][c:73]([CH2:75][O:76][CH2:77][C:78]([CH3:79])([OH:80])[CH3:81])[n:74]1.[C:1]([OH:2])([CH2:3][CH3:4])([CH3:5])[CH3:6].[C:62](=[O:63])([O-:64])[O-:65].[CH3:82][OH:83].[CH:28]1([P:29]([CH:30]2[CH2:31][CH2:32][CH2:33][CH2:34][CH2:35]2)[c:36]2[cH:37][cH:38][cH:39][cH:40][c:41]2-[c:42]2[c:43]([CH:44]([CH3:45])[CH3:46])[cH:47][c:48]([CH:49]([CH3:50])[CH3:51])[cH:52][c:53]2[CH:54]([CH3:55])[CH3:56])[CH2:57][CH2:58][CH2:59][CH2:60][CH2:61]1.[K+:66].[K+:67].[NH2:7][c:8]1[s:9][c:10](-[c:16]2[c:17]([F:27])[cH:18][c:19]([C:23]([CH3:24])([CH3:25])[OH:26])[cH:20][c:21]2[F:22])[cH:11][c:12]1[C:13](=[O:14])[NH2:15].[O:104]=[C:105]([CH:106]=[CH:107][c:108]1[cH:109][cH:110][cH:111][cH:112][cH:113]1)[CH:114]=[CH:115][c:116]1[cH:117][cH:118][cH:119][cH:120][cH:121]1.[O:122]=[C:123]([CH:124]=[CH:125][c:126]1[cH:127][cH:128][cH:129][cH:130][cH:131]1)[CH:132]=[CH:133][c:134]1[cH:135][cH:136][cH:137][cH:138][cH:139]1.[O:86]=[C:87]([CH:88]=[CH:89][c:90]1[cH:91][cH:92][cH:93][cH:94][cH:95]1)[CH:96]=[CH:97][c:98]1[cH:99][cH:100][cH:101][cH:102][cH:103]1.[Pd:84].[Pd:85]>>[NH:7]([c:8]1[s:9][c:10](-[c:16]2[c:17]([F:27])[cH:18][c:19]([C:23]([CH3:24])([CH3:25])[OH:26])[cH:20][c:21]2[F:22])[cH:11][c:12]1[C:13](=[O:14])[NH2:15])[c:69]1[cH:70][cH:71][cH:72][c:73]([CH2:75][O:76][CH2:77][C:78]([CH3:79])([OH:80])[CH3:81])[n:74]1.